From a dataset of the Open Reaction Database (ORD), a public repository of structured organic reaction records. describe an organic reaction: reactants, conditions, products, and yield Yields the product Nc1ccc(C(O)c2ccccc2)cc1[N+](=O)[O-]. Reaction SMILES: [CH3:19][OH:20].[NH2:1][c:2]1[c:3]([N+:16](=[O:17])[O-:18])[cH:4][c:5]([C:8](=[O:9])[c:10]2[cH:11][cH:12][cH:13][cH:14][cH:15]2)[cH:6][cH:7]1.[OH2:21]>>[NH2:1][c:2]1[c:3]([N+:16](=[O:17])[O-:18])[cH:4][c:5]([CH:8]([OH:9])[c:10]2[cH:11][cH:12][cH:13][cH:14][cH:15]2)[cH:6][cH:7]1. The reactants are CO, Nc1ccc(C(=O)c2ccccc2)cc1[N+](=O)[O-], O.